The task is: describe an organic reaction: reactants, conditions, products, and yield. This data is from the Open Reaction Database (ORD), a public repository of structured organic reaction records. The reactants are ClCC=1C(N(OC1C1=CC=CC=C1)C1=C(C=C(C=C1)C(=O)OCC)[N+](=O)[O-])=O (4-chloromethyl-5-phenyl-2-(4-ethoxycarbonyl-2-nitrophenyl)-4-isoxazolin-3-one), ClCC=1C(N(OC1C1=CC=CC=C1)C1=C(C=C(C=C1)C(=O)OCC)[N+](=O)[O-])=O (4-chloromethyl-5-phenyl-2-(4-ethoxycarbonyl-2-nitrophenyl)-4-isoxazolin-3-one), O1CCOCC1 (1,4-dioxane), S(O)(O)(=O)=O (sulfuric acid), resultant mixture. Run in O (water). Yields the product ClCC=1C(N(OC1C1=CC=CC=C1)C1=C(C=C(C=C1)C(=O)O)[N+](=O)[O-])=O (4-chloromethyl-5-phenyl-2-(4-carboxy-2-nitrophenyl)-4-isoxazolin-3-one). Isolated yield 83.7%. Reaction SMILES: S(=O)(=O)(O)O.[Cl:6][CH2:7][C:8]1[C:9](=[O:33])[N:10]([C:19]2[CH:24]=[CH:23][C:22]([C:25]([O:27]CC)=[O:26])=[CH:21][C:20]=2[N+:30]([O-:32])=[O:31])[O:11][C:12]=1[C:13]1[CH:18]=[CH:17][CH:16]=[CH:15][CH:14]=1.O1CCOCC1>O>[Cl:6][CH2:7][C:8]1[C:9](=[O:33])[N:10]([C:19]2[CH:24]=[CH:23][C:22]([C:25]([OH:27])=[O:26])=[CH:21][C:20]=2[N+:30]([O-:32])=[O:31])[O:11][C:12]=1[C:13]1[CH:14]=[CH:15][CH:16]=[CH:17][CH:18]=1. Procedure: After adding 300 ml of concentrated sulfuric acid to a mixture of 270 g (0.67) of 4-chloromethyl-5-phenyl-2-(4-ethoxycarbonyl-2-nitrophenyl)-4-isoxazolin-3-one (Compound (33)) and 2.5 liters of 1,4-dioxane, the resultant mixture was refluxed for 8 hours. Thereafter, the reaction mixture obtained was cooled and poured into water. Crystals thus deposited were recovered by filtration, washed with water, and dried to provide 210.2 g of the aforesaid compound with a yield of 83.7%. The melting point ... The reactants are N(=[N+]=[N-])CC(=O)C1=CC(=CC=C1)OC1=CC=C(C=C1)C(CN=[N+]=[N-])=O (2-azido-1-(3-(4-(2-azidoacetyl)phenoxy)phenyl)ethanone), Cl (HCl). Reagents/catalysts: [Pd] (Pd/C). Solvent: CO (methanol). The product is Cl.Cl.NCC(=O)C1=CC(=CC=C1)OC1=CC=C(C=C1)C(CN)=O (2-amino-1-(3-(4-(2-aminoacetyl)phenoxy)phenyl)ethanone dihydrochloride). As a reaction SMILES: [N:1]([CH2:4][C:5]([C:7]1[CH:12]=[CH:11][CH:10]=[C:9]([O:13][C:14]2[CH:19]=[CH:18][C:17]([C:20](=[O:25])[CH2:21][N:22]=[N+]=[N-])=[CH:16][CH:15]=2)[CH:8]=1)=[O:6])=[N+]=[N-].[ClH:26]>CO.[Pd]>[ClH:26].[ClH:26].[NH2:1][CH2:4][C:5]([C:7]1[CH:12]=[CH:11][CH:10]=[C:9]([O:13][C:14]2[CH:15]=[CH:16][C:17]([C:20](=[O:25])[CH2:21][NH2:22])=[CH:18][CH:19]=2)[CH:8]=1)=[O:6] |f:4.5.6|. Reported procedure: To a solution of 2-azido-1-(3-(4-(2-azidoacetyl)phenoxy)phenyl)ethanone (9 g, 26.4 mmol) in methanol (400 mL) was added HCl (1M in methanol, 53 mL) and the mixture was hydrogenated using Pd/C (10%) under hydrogen atmosphere (1 bar) during 2 hours. The solution was filtered over celite and concentrated under reduced pressure. The crude was dissolved in dichloromethane and after addition of HCl (6N in isopropanol) the hydrochloride salt precipitated. Filtration and drying in vacuo afforded 2-amino... Reported procedure: Following the general procedure as described in Example 23, 2-(prop-1-en-2-yl)cyclododecanone (2.00 g, 9.02 mmol), acetaldehyde O-ethyl oxime (1.18 g, 13.53 mmol), and SnCl4 (2.35 g, 9.02 mmol) in 1,2-dichloroethane (90 ml) were reacted to give the title product as a colorless liquid (2.45 g, 88% yield). Mixture of E/Z isomers in a ratio of 2:1. Reactants: C=C(C)C1C(CCCCCCCCCC1)=O (2-(prop-1-en-2-yl)cyclododecanone), C(C)ON=CC (acetaldehyde O-ethyl oxime), Cl[Sn](Cl)(Cl)Cl (SnCl4). The yield is 87.8%. Run in ClCCCl (1,2-dichloroethane). Yields the product C(C)ON1C(CCCCCCCCCC\C=C(\CC1C)/C)=O ((E)-1-ethoxy-14,16-dimethylazacyclohexadec-13-en-2-one). As a reaction SMILES: [CH2:1]=[C:2]([CH:4]1[CH2:15][CH2:14][CH2:13][CH2:12][CH2:11][CH2:10][CH2:9][CH2:8][CH2:7][CH2:6][C:5]1=[O:16])[CH3:3].[CH2:17]([O:19][N:20]=[CH:21][CH3:22])[CH3:18].Cl[Sn](Cl)(Cl)Cl>ClCCCl>[CH2:17]([O:19][N:20]1[CH:21]([CH3:22])[CH2:3][C:2]([CH3:1])=[CH:4][CH2:15][CH2:14][CH2:13][CH2:12][CH2:11][CH2:10][CH2:9][CH2:8][CH2:7][CH2:6][C:5]1=[O:16])[CH3:18]. Starting materials: ClC1=C(C=CC(=C1C)[N+](=O)[O-])O (2-Chloro-3-methyl-4-nitrophenol), BrCC1CC1 (bromomethylcyclopropane), C([O-])([O-])=O.[K+].[K+] (potassium carbonate). Run in CN(C)C=O (DMF). Procedure: 2-Chloro-3-methyl-4-nitrophenol (2.71 g) was reacted with bromomethylcyclopropane (3.89 g) in dry DMF (30 ml) in the presence of potassium carbonate (3.99 g), heating the mixture at 100° C. overnight. The DMF was evaporated in vacuo, and the residue was partitioned between 2M HCl and ethyl acetate. The organic extracts were combined and dried (MgSO4) and evaporated to give 2-chloro-3-cyclopropylmethyloxy-6-nitro toluene (3.26 g). Run at temperature 100 celsius. Isolated yield 93.4%. Reaction SMILES: [Cl:1][C:2]1[C:7]([CH3:8])=[C:6]([N+:9]([O-:11])=[O:10])[CH:5]=[CH:4][C:3]=1[OH:12].Br[CH2:14][CH:15]1[CH2:17][CH2:16]1.C(=O)([O-])[O-].[K+].[K+]>CN(C=O)C>[Cl:1][C:2]1[C:3]([O:12][CH2:14][CH:15]2[CH2:17][CH2:16]2)=[CH:4][CH:5]=[C:6]([N+:9]([O-:11])=[O:10])[C:7]=1[CH3:8] |f:2.3.4|. The product is ClC1=C(C(=CC=C1OCC1CC1)[N+](=O)[O-])C (2-chloro-3-cyclopropylmethyloxy-6-nitro toluene). Starting materials: BrBr (bromine), C(#N)C(=NC(=C(C1=CC=CC=C1)N1CCOCC1)C)C#N (1,1-dicyano-3-methyl-4-morpholino-4-phenyl-2-aza-1,3-butadiene), N (ammonia). Solvent: C(Cl)Cl (methylene chloride). The product is C(#N)C1=NC(=C(N=C1N)C1=CC=CC=C1)C (2-cyano-3-amino-5-phenyl-6-methyl-pyrazine). As a reaction SMILES: BrBr.[C:3]([C:5]([C:22]#[N:23])=[N:6][C:7]([CH3:21])=[C:8]([N:15]1CCOCC1)[C:9]1[CH:14]=[CH:13][CH:12]=[CH:11][CH:10]=1)#[N:4].N>C(Cl)Cl>[C:3]([C:5]1[C:22]([NH2:23])=[N:15][C:8]([C:9]2[CH:10]=[CH:11][CH:12]=[CH:13][CH:14]=2)=[C:7]([CH3:21])[N:6]=1)#[N:4]. Procedure: A reactor provided with a stirring device, a bromine feed and a calcium chloride tube is filled with 1.42 parts of 1,1-dicyano-3-methyl-4-morpholino-4-phenyl-2-aza-1,3-butadiene in 20 parts by volume of dry methylene chloride. 0.34 parts by weight of ammonia in the form of a methanolic solution are added at -30°C. over a period of 4 days. After evaporation of the solvents in vacuo and recrystallisation of the crude product from methanol, 0.95 parts of 2-cyano-3-amino-5-phenyl-6-methyl-pyrazine a... Starting materials: C1COCCN1, CCCCCC, CCOC(C)=O, CC#N, CCOC(C)=O, CCSc1nc(Cl)cc(C)c1C(=O)NCc1ccc(F)cc1, O. The product is CCSc1nc(N2CCOCC2)cc(C)c1C(=O)NCc1ccc(F)cc1. Reaction SMILES: [CH2:23]1[CH2:24][O:25][CH2:26][CH2:27][NH:28]1.[CH3:29][CH2:30][CH2:31][CH2:32][CH2:33][CH3:34].[CH3:35][CH2:36][O:37][C:38]([CH3:39])=[O:40].[CH3:41][C:42]#[N:43].[CH3:45][CH2:46][O:47][C:48]([CH3:49])=[O:50].[Cl:1][c:2]1[cH:3][c:4]([CH3:22])[c:5]([C:11](=[O:12])[NH:13][CH2:14][c:15]2[cH:16][cH:17][c:18]([F:21])[cH:19][cH:20]2)[c:6]([S:8][CH2:9][CH3:10])[n:7]1.[OH2:44]>>[c:2]1([N:28]2[CH2:23][CH2:24][O:25][CH2:26][CH2:27]2)[cH:3][c:4]([CH3:22])[c:5]([C:11](=[O:12])[NH:13][CH2:14][c:15]2[cH:16][cH:17][c:18]([F:21])[cH:19][cH:20]2)[c:6]([S:8][CH2:9][CH3:10])[n:7]1.